From a dataset of the Open Reaction Database (ORD), a public repository of structured organic reaction records. describe an organic reaction: reactants, conditions, products, and yield Starting materials: COC(NC(C(C)C)C(=O)N1C(CCC1)C=1NC(=CN1)C=1C=CC2=C(SC3=C2C=CC(=C3)C=3NC(=NC3)C3N(CCC3)C(C(C(C)C)NC(=O)OC)=O)C1)=O ((1-{2-[5-(7-{2-[1-(2-Methoxycarbonylamino-3-methyl-butyryl)-pyrrolidin-2-yl]-3H-imidazol-4-yl}-dibenzothiophen-3-yl)-1H-imidazol-2-yl]-pyrrolidine-1-carbonyl}-2-methyl-propyl)-carbamic acid methyl ester), C1=CC(=CC(=C1)Cl)C(=O)OO (mCPBA). Solvent: C(Cl)Cl (DCM), C(C)(=O)OCC (ethyl acetate). Run at temperature -40 celsius, time 2 hour. Product: COC(NC(C(C)C)C(=O)N1C(CCC1)C=1NC(=CN1)C=1C=CC2=C(S(C3=C2C=CC(=C3)C=3NC(=NC3)C3N(CCC3)C(C(C(C)C)NC(=O)OC)=O)=O)C1)=O ((1-{2-[5-(7-{2-[1-(2-Methoxycarbonylamino-3-methyl-butyryl)-pyrrolidin-2-yl]-3H-imidazol-4-yl}-5-oxo-5H-5λ4-dibenzothiophen-3-yl)-1H-imidazol-2-yl]-pyrrolidine-1-carbonyl}-2-methyl-propyl)-carbamic acid methyl ester). Yield: 33.0%. As a reaction SMILES: [CH3:1][O:2][C:3](=[O:55])[NH:4][CH:5]([C:9]([N:11]1[CH2:15][CH2:14][CH2:13][CH:12]1[C:16]1[NH:17][C:18]([C:21]2[CH:22]=[CH:23][C:24]3[C:28]4[CH:29]=[CH:30][C:31]([C:33]5[NH:34][C:35]([CH:38]6[CH2:42][CH2:41][CH2:40][N:39]6[C:43](=[O:53])[CH:44]([NH:48][C:49]([O:51][CH3:52])=[O:50])[CH:45]([CH3:47])[CH3:46])=[N:36][CH:37]=5)=[CH:32][C:27]=4[S:26][C:25]=3[CH:54]=2)=[CH:19][N:20]=1)=[O:10])[CH:6]([CH3:8])[CH3:7].C1C=C(Cl)C=C(C(OO)=[O:64])C=1>C(Cl)Cl.C(OCC)(=O)C>[CH3:1][O:2][C:3](=[O:55])[NH:4][CH:5]([C:9]([N:11]1[CH2:15][CH2:14][CH2:13][CH:12]1[C:16]1[NH:17][C:18]([C:21]2[CH:22]=[CH:23][C:24]3[C:28]4[CH:29]=[CH:30][C:31]([C:33]5[NH:34][C:35]([CH:38]6[CH2:42][CH2:41][CH2:40][N:39]6[C:43](=[O:53])[CH:44]([NH:48][C:49]([O:51][CH3:52])=[O:50])[CH:45]([CH3:47])[CH3:46])=[N:36][CH:37]=5)=[CH:32][C:27]=4[S:26](=[O:64])[C:25]=3[CH:54]=2)=[CH:19][N:20]=1)=[O:10])[CH:6]([CH3:7])[CH3:8]. Procedure: (1-{2-[5-(7-{2-[1-(2-Methoxycarbonylamino-3-methyl-butyryl)-pyrrolidin-2-yl]-3H-imidazol-4-yl}-dibenzothiophen-3-yl)-1H-imidazol-2-yl]-pyrrolidine-1-carbonyl}-2-methyl-propyl)-carbamic acid methyl ester (0.0041 mmol., 4 mg) was dissolved in 1 mL DCM and cooled to −40° C. mCPBA (0.4 mg, 0.9 eq.) was added. The reaction mixture was stirred at −40° C. for 2 hours and warmed up to 0° C. over 2 hours, then warmed up to room temperature overnight. The reaction mixture was diluted with ethyl acetate an... Conditions: time 6 hour. Reaction SMILES: CC1C=CC([O:8][S:9]([C:12]2[CH:13]=[C:14]([NH:18][S:19]([C:22]3[CH:31]=[C:30]4[C:25]([CH:26]=[CH:27][C:28]([NH:32][C:33]([NH:35][C:36]5[CH:45]=[C:44]6[C:39]([CH:40]=[CH:41][C:42]([S:46]([NH:49][C:50]7[CH:51]=[C:52]([S:56]([O:59]C8C=CC(C)=CC=8)(=[O:58])=[O:57])[CH:53]=[CH:54][CH:55]=7)(=[O:48])=[O:47])=[CH:43]6)=[CH:38][CH:37]=5)=[O:34])=[CH:29]4)=[CH:24][CH:23]=3)(=[O:21])=[O:20])[CH:15]=[CH:16][CH:17]=2)(=[O:11])=[O:10])=CC=1.[OH-].[Na+:68].Cl>>[Na+:68].[Na+:68].[S:56]([C:52]1[CH:51]=[C:50]([NH:49][S:46]([C:42]2[CH:43]=[C:44]3[C:39]([CH:38]=[CH:37][C:36]([NH:35][C:33]([NH:32][C:28]4[CH:29]=[C:30]5[C:25]([CH:24]=[CH:23][C:22]([S:19]([NH:18][C:14]6[CH:13]=[C:12]([S:9]([O-:11])(=[O:8])=[O:10])[CH:17]=[CH:16][CH:15]=6)(=[O:21])=[O:20])=[CH:31]5)=[CH:26][CH:27]=4)=[O:34])=[CH:45]3)=[CH:40][CH:41]=2)(=[O:48])=[O:47])[CH:55]=[CH:54][CH:53]=1)([OH:59])(=[O:57])=[O:58].[S:56]([C:52]1[CH:51]=[C:50]([NH:49][S:46]([C:42]2[CH:43]=[C:44]3[C:39]([CH:38]=[CH:37][C:36]([NH:35][C:33]([NH:32][C:28]4[CH:29]=[C:30]5[C:25]([CH:24]=[CH:23][C:22]([S:19]([NH:18][C:14]6[CH:13]=[C:12]([S:9]([O-:11])(=[O:8])=[O:10])[CH:17]=[CH:16][CH:15]=6)(=[O:21])=[O:20])=[CH:31]5)=[CH:26][CH:27]=4)=[O:34])=[CH:45]3)=[CH:40][CH:41]=2)(=[O:48])=[O:47])[CH:55]=[CH:54][CH:53]=1)([OH:59])(=[O:57])=[O:58] |f:1.2,4.5.6.7|. Yields the product [Na+].[Na+].S(=O)(=O)(O)C=1C=C(C=CC1)NS(=O)(=O)C1=CC=C2C=CC(=CC2=C1)NC(=O)NC1=CC=C2C=CC(=CC2=C1)S(=O)(=O)NC=1C=C(C=CC1)S(=O)(=O)[O-].S(=O)(=O)(O)C=1C=C(C=CC1)NS(=O)(=O)C1=CC=C2C=CC(=CC2=C1)NC(=O)NC1=CC=C2C=CC(=CC2=C1)S(=O)(=O)NC=1C=C(C=CC1)S(=O)(=O)[O-] (3-{[(7-{[N-(7-{[(3-sulfophenyl)amino]sulfonyl}-2-naphthyl)carbamoyl]amino}-2-naphthyl)sulfonyl]amino}benzenesulfonic acid disodium salt). Reported procedure: To 35 mg (0.036 mmol) of compound 9 was added 2 mL of 5 N NaOH. The reaction was allowed to stir at ambient temperature for 6 hours. The reaction was acidified with 6 N HCl and the solution was added to a small reverse-phase (C18) solid phase extraction column. The column was washed with H2O followed by 50:50 (v:v) CH3CN:H2O to elute the product. This provided 26 mg of compound 13. Starting materials: CC1=CC=C(C=C1)OS(=O)(=O)C=1C=C(C=CC1)NS(=O)(=O)C1=CC=C2C=CC(=CC2=C1)NC(=O)NC1=CC=C2C=CC(=CC2=C1)S(=O)(=O)NC=1C=C(C=CC1)S(=O)(=O)OC1=CC=C(C=C1)C (4-methylphenyl 3-[({7-[(N-{7-[({3-[(4-methylphenyl)oxysulfonyl]phenyl} amino)sulfonyl]-2-naphthyl}carbamoyl)amino]-2-naphthyl}sulfonyl)amino]benzenesulfonate), [OH-].[Na+] (NaOH), Cl (HCl). Starting materials: [Br-], [Mg+]C1CC1, C1CCOC1, O=C1CCC2(CC1)OCCO2. Yields the product OC1(C2CC2)CCC2(CC1)OCCO2. Reaction SMILES: [Br-:12].[CH:13]1([Mg+:16])[CH2:14][CH2:15]1.[O:17]1[CH2:18][CH2:19][CH2:20][CH2:21]1.[O:1]1[CH2:2][CH2:3][O:4][C:5]12[CH2:6][CH2:7][C:8](=[O:11])[CH2:9][CH2:10]2>>[O:1]1[CH2:2][CH2:3][O:4][C:5]12[CH2:6][CH2:7][C:8]([OH:11])([CH:13]1[CH2:14][CH2:15]1)[CH2:9][CH2:10]2. Starting materials: [BH4-], CC(=O)c1ccc(NS(C)(=O)=O)c(CCO[Si](C)(C)C(C)(C)C)c1, C1CCOC1, CC(C)(C)S(N)=O, CC[O-], CC[O-], CC[O-], CC[O-], [Na+], [Ti+4]. The product is CC(NS(=O)C(C)(C)C)c1ccc(NS(C)(=O)=O)c(CCO[Si](C)(C)C(C)(C)C)c1. RXN SMILES: [BH4-:32].[C:1]([CH3:2])(=[O:3])[c:4]1[cH:5][c:6]([CH2:15][CH2:16][O:17][Si:18]([CH3:19])([CH3:20])[C:21]([CH3:22])([CH3:23])[CH3:24])[c:7]([NH:10][S:11](=[O:12])(=[O:13])[CH3:14])[cH:8][cH:9]1.[CH2:47]1[O:48][CH2:49][CH2:50][CH2:51]1.[CH3:25][C:26]([CH3:27])([CH3:28])[S:29](=[O:30])[NH2:31].[CH3:34][CH2:35][O-:36].[CH3:38][CH2:39][O-:40].[CH3:41][CH2:42][O-:43].[CH3:44][CH2:45][O-:46].[Na+:33].[Ti+4:37]>>[CH:1]([CH3:2])([c:4]1[cH:5][c:6]([CH2:15][CH2:16][O:17][Si:18]([CH3:19])([CH3:20])[C:21]([CH3:22])([CH3:23])[CH3:24])[c:7]([NH:10][S:11](=[O:12])(=[O:13])[CH3:14])[cH:8][cH:9]1)[NH:31][S:29]([C:26]([CH3:25])([CH3:27])[CH3:28])=[O:30]. Starting materials: C(C(=O)Cl)(=O)Cl (oxalyl chloride), BrC1=CC=C(C=C1)CC(=O)O (p-bromophenylacetic acid), C(Cl)Cl (methylene chloride). Solvent: CN(C=O)C (dimethylformamide). Reaction conditions: time 30 minute. The product is BrC1=CC=C(C=C1)CC(=O)Cl (p-bromophenylacetyl chloride). As a reaction SMILES: [C:1](Cl)(=O)[C:2]([Cl:4])=[O:3].[Br:7][C:8]1[CH:13]=[CH:12][C:11](CC(O)=O)=[CH:10][CH:9]=1.C(Cl)Cl>CN(C)C=O>[Br:7][C:8]1[CH:13]=[CH:12][C:11]([CH2:1][C:2]([Cl:4])=[O:3])=[CH:10][CH:9]=1. Procedure details: Initially, oxalyl chloride is added to an equimolar amount of p-bromophenylacetic acid (C) in an inert solvent, preferably methylene chloride, at about room temperature, with a catalytic amount of dimethylformamide. The mixture is stirred for about 30 minutes, after which the product, p-bromophenylacetyl chloride (D), is isolated by conventional means. The reactants are CCOC(=O)C(F)P(=O)(OCC)OCC (triethyl-2-fluoro-2-phosphonoacetate), C(C)N1CCC(C2=CC(=CC(=C12)C(CC)=O)C(C)C)(C)C (1-(1-ethyl-6-isopropyl-4,4-dimethyl-1,2,3,4-tetrahydro-quinolin-8-yl)-1-propanone), C(C)N1CCC(C2=CC(=CC(=C12)C(CC)=O)C(C)C)(C)C (1-(1-ethyl-6-isopropyl-4,4-dimethyl-1,2,3,4-tetrahydro-quinolin-8-yl)-1-propanone). The product is C(C)OC(/C(=C(/CC)\C=1C=C(C=C2C(CCN(C12)CC)(C)C)C(C)C)/F)=O ((E)-3-(1-Ethyl-6-isopropyl-4,4-dimethyl-1,2,3,4-tetrahydro-quinolin-8-yl)-2-fluro-pent-2-enoic acid ethyl ester). As a reaction SMILES: [CH3:1][CH2:2][O:3][C:4]([CH:6](P(OCC)(OCC)=O)[F:7])=[O:5].[CH2:16]([N:18]1[C:27]2[C:22](=[CH:23][C:24]([CH:32]([CH3:34])[CH3:33])=[CH:25][C:26]=2[C:28](=O)[CH2:29][CH3:30])[C:21]([CH3:36])([CH3:35])[CH2:20][CH2:19]1)[CH3:17]>>[CH2:2]([O:3][C:4](=[O:5])/[C:6](/[F:7])=[C:28](\[C:26]1[CH:25]=[C:24]([CH:32]([CH3:34])[CH3:33])[CH:23]=[C:22]2[C:27]=1[N:18]([CH2:16][CH3:17])[CH2:19][CH2:20][C:21]2([CH3:35])[CH3:36])/[CH2:29][CH3:30])[CH3:1]. Procedure: Following General Procedure E, triethyl-2-fluoro-2-phosphonoacetate (15.1 g, 62.3 mmol) and 1-(1-ethyl-6-isopropyl-4,4-dimethyl-1,2,3,4-tetrahydro-quinolin-8-yl)-1-propanone (Intermediate 13, 4.48 g, 15.6 mmol) were reacted to give the title compound as bright yellow oil after purification by flash chromatography (SiO2, 2:98 ethyl acetate:hexane).